From a dataset of the Open Reaction Database (ORD), a public repository of structured organic reaction records. describe an organic reaction: reactants, conditions, products, and yield Reactants: [H-].[Na+] (sodium hydride), C(Cl)Cl (methylene chloride), CSCS(=O)C (methyl methylthiomethyl sulfoxide), C(C1=CC=CC=C1)#N (benzonitrile). The solvent is C1CCOC1 (THF), O (water). Conditions: time 30 minute. Product: CS(=O)C(=C(C1=CC=CC=C1)N)SC (1-methylsulfinyl-1-methylthio-2-amino-2-phenylethylene). The yield is 66.0%. Reaction SMILES: [CH3:1][S:2][CH2:3][S:4]([CH3:6])=[O:5].[H-].[Na+].[C:9](#[N:16])[C:10]1[CH:15]=[CH:14][CH:13]=[CH:12][CH:11]=1.C(Cl)Cl>C1COCC1.O>[CH3:6][S:4]([C:3]([S:2][CH3:1])=[C:9]([NH2:16])[C:10]1[CH:15]=[CH:14][CH:13]=[CH:12][CH:11]=1)=[O:5] |f:1.2|. Reported procedure: 4.38 Grams of methyl methylthiomethyl sulfoxide was dissolved in 45 ml of THF, and to the solution 900 mg of sodium hydride was added under cooling with ice, and the system was stirred for an hour at room temperature. Upon addition of 4 ml of benzonitrile and subsequent stirring for 42.5 hours at room temperature, the entire system was solidified, to which 100 ml of methylene chloride and 3 ml of water were added, followed by 30 minutes' stirring and then drying with Glauber's salt. The light ye...